This data is from the Open Reaction Database (ORD), a public repository of structured organic reaction records. The task is: describe an organic reaction: reactants, conditions, products, and yield Reactants: CC(=O)O[BH-](OC(C)=O)OC(C)=O, O=C([O-])O, ClCCl, CC(C)=O, [Cl-], [Cl-], [Cl-], [Cl-], ClCCCl, O=[N+]([O-])c1ccc2c(c1)NCCCO2, [Na+], [Na+], [Ti+4]. The product is CC(C)N1CCCOc2ccc([N+](=O)[O-])cc21. Reaction SMILES: [C:19]([O:20][BH-:21]([O:22][C:23](=[O:24])[CH3:25])[O:26][C:27](=[O:28])[CH3:29])(=[O:30])[CH3:31].[C:40](=[O:41])([OH:42])[O-:43].[CH2:37]([Cl:38])[Cl:39].[CH3:1][C:2]([CH3:3])=[O:4].[Cl-:45].[Cl-:46].[Cl-:47].[Cl-:48].[Cl:33][CH2:34][CH2:35][Cl:36].[N+:5](=[O:6])([O-:7])[c:8]1[cH:9][cH:10][c:11]2[c:12]([cH:18]1)[NH:13][CH2:14][CH2:15][CH2:16][O:17]2.[Na+:32].[Na+:44].[Ti+4:49]>>[CH3:1][CH:2]([CH3:3])[N:13]1[c:12]2[c:11]([cH:10][cH:9][c:8]([N+:5](=[O:6])[O-:7])[cH:18]2)[O:17][CH2:16][CH2:15][CH2:14]1. Starting materials: CI, CN(C)C=O, [H-], [Na+], O, CC1(C)Oc2ccsc2C(N2CCCC2=O)C1O. Product: COC1C(N2CCCC2=O)c2sccc2OC1(C)C. As a reaction SMILES: [CH3:21][I:22].[CH3:24][N:25]([CH3:26])[CH:27]=[O:28].[H-:19].[Na+:20].[OH2:23].[OH:1][CH:2]1[CH:3]([N:13]2[C:14](=[O:18])[CH2:15][CH2:16][CH2:17]2)[c:4]2[c:5]([cH:10][cH:11][s:12]2)[O:6][C:7]1([CH3:8])[CH3:9]>>[O:1]([CH:2]1[CH:3]([N:13]2[C:14](=[O:18])[CH2:15][CH2:16][CH2:17]2)[c:4]2[c:5]([cH:10][cH:11][s:12]2)[O:6][C:7]1([CH3:8])[CH3:9])[CH3:21]. Reactants: FC1=C2C(=CC(NC2=CC2=C1C=1C=CC(=CC1C2=O)F)(C)C)C (5,8-difluoro-1,2-dihydro-2,2,4-trimethyl-10-oxoindeno[1,2-g]quinoline), CCCCCC.CCOC(=O)C (hexane EtOAc). The product is NC=1C(C2=CC3=CC(=CC=C3C2=C(C1)F)F)=O (2-Amino-4,7-difluorofluorenone). RXN SMILES: [F:1][C:2]1[C:11]2[C:12]3[CH:13]=[CH:14][C:15]([F:20])=[CH:16][C:17]=3[C:18](=O)[C:10]=2[CH:9]=[C:8]2[C:3]=1C(C)=CC(C)(C)[NH:7]2.CCCCCC.CC[O:32]C(C)=O>>[NH2:7][C:8]1[C:9](=[O:32])[C:10]2[C:11](=[C:2]([F:1])[CH:3]=1)[C:12]1[C:17](=[CH:16][C:15]([F:20])=[CH:14][CH:13]=1)[CH:18]=2 |f:1.2|. Procedure details: This compound was prepared according to General Method 3 (EXAMPLE 16) from Compound 132 (1.0 g, 4.6 mmol) to afford 5,8-difluoro-1,2-dihydro-2,2,4-trimethyl-10-oxoindeno[1,2-g]quinoline (structure 19 of Scheme VI, where R2, R5=F, R3-4, R6=H). Data for 5,8-difluoro-1,2-dihydro-2,2,4-trimethyl-10-oxoindeno[1,2-g]quinoline: Rf=0.49 (silca gel, hexane/EtOAc, 3:1), 1H NMR (400 MHz, acetone-d6) 7.50 (dd, J=8.1, 4.6, 1H), 7.27 (m, 2H), 6.73 (s, 1H), 6.03 (br s, 1H), 5.47 (s, 1H), 2.16 (dd, J=7.1, 1.5, ...